This data is from the Open Reaction Database (ORD), a public repository of structured organic reaction records. The task is: describe an organic reaction: reactants, conditions, products, and yield The reactants are [K+], [OH-], OCCO, CCOC(=O)N(C)CCN1CCN(C(c2ccccc2)c2ccccc2)CC1. The product is CNCCN1CCN(C(c2ccccc2)c2ccccc2)CC1. As a reaction SMILES: [K+:30].[OH-:29].[OH:31][CH2:32][CH2:33][OH:34].[c:1]1([CH:7]([N:8]2[CH2:9][CH2:10][N:11]([CH2:14][CH2:15][N:16]([CH3:17])[C:18]([O:19][CH2:20][CH3:21])=[O:22])[CH2:12][CH2:13]2)[c:23]2[cH:24][cH:25][cH:26][cH:27][cH:28]2)[cH:2][cH:3][cH:4][cH:5][cH:6]1>>[c:1]1([CH:7]([N:8]2[CH2:9][CH2:10][N:11]([CH2:14][CH2:15][NH:16][CH3:17])[CH2:12][CH2:13]2)[c:23]2[cH:24][cH:25][cH:26][cH:27][cH:28]2)[cH:2][cH:3][cH:4][cH:5][cH:6]1.